describe an organic reaction: reactants, conditions, products, and yield From a dataset of the Open Reaction Database (ORD), a public repository of structured organic reaction records. The reactants are CC(N)c1cccc(Br)c1, CC#N, CCN(C(C)C)C(C)C, O=[N+]([O-])c1ccc(F)cc1F. Yields the product CC(Nc1cc(F)ccc1[N+](=O)[O-])c1cccc(Br)c1. As a reaction SMILES: [Br:1][c:2]1[cH:3][c:4]([CH:8]([CH3:9])[NH2:10])[cH:5][cH:6][cH:7]1.[CH3:31][C:32]#[N:33].[CH:22]([N:23]([CH2:24][CH3:25])[CH:26]([CH3:27])[CH3:28])([CH3:29])[CH3:30].[F:11][c:12]1[c:13]([N+:19](=[O:20])[O-:21])[cH:14][cH:15][c:16]([F:18])[cH:17]1>>[Br:1][c:2]1[cH:3][c:4]([CH:8]([CH3:9])[NH:10][c:12]2[c:13]([N+:19](=[O:20])[O-:21])[cH:14][cH:15][c:16]([F:18])[cH:17]2)[cH:5][cH:6][cH:7]1. The reactants are ClC=1C=C2COC(C2=CC1Cl)=O (5,6-Dichloro-3H-isobenzofuran-1-one), BrN1C(CCC1=O)=O (N-bromosuccinimide), C(C1=CC=CC=C1)(=O)OOC(C1=CC=CC=C1)=O (benzoyl peroxide). Solvent: C(Cl)(Cl)Cl (chloroform). Yields the product BrC1OC(C2=CC(=C(C=C12)Cl)Cl)=O (3-Bromo-5,6-Dichloro-3H-isobenzofuran-1-one). The yield is 90.5%. RXN SMILES: [Cl:1][C:2]1[CH:3]=[C:4]2[C:8](=[CH:9][C:10]=1[Cl:11])[C:7](=[O:12])[O:6][CH2:5]2.[Br:13]N1C(=O)CCC1=O.C(OOC(=O)C1C=CC=CC=1)(=O)C1C=CC=CC=1>C(Cl)(Cl)Cl>[Br:13][CH:5]1[C:4]2[C:8](=[CH:9][C:10]([Cl:11])=[C:2]([Cl:1])[CH:3]=2)[C:7](=[O:12])[O:6]1. Procedure details: A suspension of 5,6-Dichloro-3H-isobenzofuran-1-one (1.45 g), N-bromosuccinimide (1.27 g) and catalytic benzoyl peroxide in chloroform (30 mL) was heated to reflux for 1 hour. After cooling, the reaction mixture was washed with water, brine, dried (magnesium sulfate), filtered and concentrated to give the sub-title compound as a white solid (1.82 g, 91%); 1H NMR (400 MHz, CDCl3) δ 7.36 (1H, s), 7.77 (1H, s), 8.03 (1H, s). Reactants: COC(=O)c1cc([N+](=O)[O-])nn1Cc1cc(F)c(F)c(F)c1, CO, [Pd]. Product: COC(=O)c1cc(N)nn1Cc1cc(F)c(F)c(F)c1. Reaction SMILES: [CH3:1][O:2][C:3](=[O:4])[c:5]1[n:6]([CH2:13][c:14]2[cH:15][c:16]([F:22])[c:17]([F:21])[c:18]([F:20])[cH:19]2)[n:7][c:8]([N+:10]([O-:11])=[O:12])[cH:9]1.[CH3:23][OH:24].[Pd:25]>>[CH3:1][O:2][C:3](=[O:4])[c:5]1[n:6]([CH2:13][c:14]2[cH:15][c:16]([F:22])[c:17]([F:21])[c:18]([F:20])[cH:19]2)[n:7][c:8]([NH2:10])[cH:9]1. Reactants: ClC=1C=C(C=CC1C1CCCCC1)C(C(=O)OCC)O (ethyl 3-chloro-4-cyclohexylphenylglycolate), S(=O)(Cl)Cl (thionyl chloride). Yields the product ClC(C(=O)OCC)C1=CC(=C(C=C1)C1CCCCC1)Cl (ethyl α,3-dichloro-4-cyclohexylphenylacetate). As a reaction SMILES: [Cl:1][C:2]1[CH:3]=[C:4]([CH:14](O)[C:15]([O:17][CH2:18][CH3:19])=[O:16])[CH:5]=[CH:6][C:7]=1[CH:8]1[CH2:13][CH2:12][CH2:11][CH2:10][CH2:9]1.S(Cl)([Cl:23])=O>>[Cl:23][CH:14]([C:4]1[CH:5]=[CH:6][C:7]([CH:8]2[CH2:13][CH2:12][CH2:11][CH2:10][CH2:9]2)=[C:2]([Cl:1])[CH:3]=1)[C:15]([O:17][CH2:18][CH3:19])=[O:16]. Reported procedure: A mixture of 221.75 g. (0.747 mole) of ethyl 3-chloro-4-cyclohexylphenylglycolate prepared as described in U.S. Pat. No. 3,852,323 is stirred with 106.67 g. (0.895 mole) of thionyl chloride at room temperature for 24 hours and then heated to reflux for 6 hours. The cold reaction mixture is poured into 1125 ml. of ice-cold water with stirring. The mixture is extracted with 800 ml. of ether. The ethereal solution is washed with 450 ml. of cold saturated sodium hydrocarbonate solution followed by w... Starting materials: CCO, Cc1ccccc1, CC1CNP(=S)(Cl)O1. The product is CCOP1(=S)NCC(C)O1. RXN SMILES: [CH3:16][CH2:17][OH:18].[CH3:9][c:10]1[cH:11][cH:12][cH:13][cH:14][cH:15]1.[S:1]=[P:2]1([Cl:8])[O:3][CH:4]([CH3:7])[CH2:5][NH:6]1>>[S:1]=[P:2]1([O:18][CH2:17][CH3:16])[O:3][CH:4]([CH3:7])[CH2:5][NH:6]1.